Task: describe an organic reaction: reactants, conditions, products, and yield. Dataset: the Open Reaction Database (ORD), a public repository of structured organic reaction records The reactants are ClCCCCCBr, O=C([O-])[O-], CC(C)=O, [I-], [K+], [K+], Nc1c(C(=O)c2ccc(F)cc2F)ccc(=O)n1-c1c(F)cc(O)cc1F, Nc1c(C(=O)c2ccc(F)cc2F)ccc(=O)n1-c1c(F)cc(OCCCCCI)cc1F, [Na+]. Product: Nc1c(C(=O)c2ccc(F)cc2F)ccc(=O)n1-c1c(F)cc(OCCCCCCl)cc1F. RXN SMILES: [Br:28][CH2:29][CH2:30][CH2:31][CH2:32][CH2:33][Cl:34].[C:37](=[O:38])([O-:39])[O-:40].[CH3:76][C:77](=[O:78])[CH3:79].[I-:36].[K+:41].[K+:42].[NH2:1][c:2]1[c:3]([C:18]([c:19]2[c:20]([F:26])[cH:21][c:22]([F:25])[cH:23][cH:24]2)=[O:27])[cH:4][cH:5][c:6](=[O:17])[n:7]1-[c:8]1[c:9]([F:16])[cH:10][c:11]([OH:15])[cH:12][c:13]1[F:14].[NH2:43][c:44]1[n:45](-[c:46]2[c:47]([F:48])[cH:49][c:50]([O:51][CH2:52][CH2:53][CH2:54][CH2:55][CH2:56][I:57])[cH:58][c:59]2[F:60])[c:61](=[O:62])[cH:63][cH:64][c:65]1[C:66](=[O:67])[c:68]1[cH:69][cH:70][c:71]([F:72])[cH:73][c:74]1[F:75].[Na+:35]>>[NH2:1][c:2]1[c:3]([C:18]([c:19]2[c:20]([F:26])[cH:21][c:22]([F:25])[cH:23][cH:24]2)=[O:27])[cH:4][cH:5][c:6](=[O:17])[n:7]1-[c:8]1[c:9]([F:16])[cH:10][c:11]([O:15][CH2:29][CH2:30][CH2:31][CH2:32][CH2:33][Cl:34])[cH:12][c:13]1[F:14]. Reactants: CC(C)Cc1ccc(-c2nc(-c3ccc(C=O)cc3)no2)cc1, C1CCNC1, C1CCNCC1, O=Cc1ccc2cc(OCCCCc3ccccc3)ccc2c1. Yields the product CC(C)Cc1ccc(-c2nc(-c3ccc(CN4CCCC4)cc3)no2)cc1. As a reaction SMILES: [CH2:1]([CH:2]([CH3:3])[CH3:4])[c:5]1[cH:6][cH:7][c:8](-[c:11]2[n:12][c:13](-[c:16]3[cH:17][cH:18][c:19]([CH:20]=[O:21])[cH:22][cH:23]3)[n:14][o:15]2)[cH:9][cH:10]1.[CH2:47]1[CH2:48][CH2:49][NH:50][CH2:51]1.[CH2:52]1[CH2:53][CH2:54][NH:55][CH2:56][CH2:57]1.[c:24]1([CH2:25][CH2:26][CH2:27][CH2:28][O:29][c:30]2[cH:31][c:32]3[c:33]([cH:34][cH:35]2)[cH:36][c:37]([CH:38]=[O:39])[cH:40][cH:41]3)[cH:42][cH:43][cH:44][cH:45][cH:46]1>>[CH2:1]([CH:2]([CH3:3])[CH3:4])[c:5]1[cH:6][cH:7][c:8](-[c:11]2[n:12][c:13](-[c:16]3[cH:17][cH:18][c:19]([CH2:20][N:50]4[CH2:49][CH2:48][CH2:47][CH2:51]4)[cH:22][cH:23]3)[n:14][o:15]2)[cH:9][cH:10]1. The reactants are IC1=CC=C(C=C1)C1C(C1)C(=O)OC (methyl 2-(4-iodophenyl)cyclopropanecarboxylate), Na2[PdCl4], C(C)(C)(C)P(C=1N(C2=CC=CC=C2C1)C1=CC=CC=C1)C(C)(C)C (2-(di-tert-butylphosphino)-1-phenylindole), C[Si](C)(C)C#C (trimethylsilylacetylene). Reagents/catalysts: [Cu]I (CuI). The solvent is CN(CCN(C)C)C (tetramethylethylenediamine). Product: C[Si](C)(C)C#CC1=CC=C(C=C1)C1C(C1)C(=O)OC (Methyl 2-(4-((trimethylsilyl)ethynyl)phenyl)cyclopropanecarboxylate). RXN SMILES: I[C:2]1[CH:7]=[CH:6][C:5]([CH:8]2[CH2:10][CH:9]2[C:11]([O:13][CH3:14])=[O:12])=[CH:4][CH:3]=1.C(P(C(C)(C)C)C1N(C2C=CC=CC=2)C2C(C=1)=CC=CC=2)(C)(C)C.[CH3:39][Si:40]([C:43]#[CH:44])([CH3:42])[CH3:41]>[Cu]I.CN(C)CCN(C)C>[CH3:39][Si:40]([C:43]#[C:44][C:2]1[CH:7]=[CH:6][C:5]([CH:8]2[CH2:10][CH:9]2[C:11]([O:13][CH3:14])=[O:12])=[CH:4][CH:3]=1)([CH3:42])[CH3:41]. Procedure details: The title compound was prepared from and according to the general procedure A dry Schlenk flask was charged with methyl 2-(4-iodophenyl)cyclopropanecarboxylate (1.66 g, 5.49 mmol), Na2[PdCl4] (18 mg, 0.06 mmol), 2-(di-tert-butylphosphino)-1-phenylindole (37 mg, 0.11 mmol), CuI (21 mg, 0.11 mmol), and tetramethylethylenediamine (10 mL). The mixture was evacuated and backfilled with Ar (3×), and heated to 70° C. before addition of trimethylsilylacetylene (1.4 mL, 10.8 mmol) through the septum and ... Reported procedure: 3-(1-imidazolyl)-2,3-dihydro-7-bromo-4H-1-benzopyran-4-one was treated with a stoichiometric amount of hydrogen chloride, to give 3-(1-imidazolyl)-2,3-dihydro-7-bromo-4-H-1-benzopyran-4-one hydrochloride; As a reaction SMILES: [N:1]1([CH:6]2[C:11](=[O:12])[C:10]3[CH:13]=[CH:14][C:15]([Br:17])=[CH:16][C:9]=3[O:8][CH2:7]2)[CH:5]=[CH:4][N:3]=[CH:2]1.[ClH:18]>>[ClH:18].[N:1]1([CH:6]2[C:11](=[O:12])[C:10]3[CH:13]=[CH:14][C:15]([Br:17])=[CH:16][C:9]=3[O:8][CH2:7]2)[CH:5]=[CH:4][N:3]=[CH:2]1 |f:2.3|. Yields the product Cl.N1(C=NC=C1)C1COC2=C(C1=O)C=CC(=C2)Br (3-(1-imidazolyl)-2,3-dihydro-7-bromo-4-H-1-benzopyran-4-one hydrochloride). Starting materials: N1(C=NC=C1)C1COC2=C(C1=O)C=CC(=C2)Br (3-(1-imidazolyl)-2,3-dihydro-7-bromo-4H-1-benzopyran-4-one), Cl (hydrogen chloride). Starting materials: ClCCl, CC(C)C[AlH]CC(C)C, CCOC(=O)C(=C(c1ccc(F)cc1)c1ccc(F)cc1)c1nnn(C(c2ccccc2)(c2ccccc2)c2ccccc2)n1. Yields the product OCC(=C(c1ccc(F)cc1)c1ccc(F)cc1)c1nnn(C(c2ccccc2)(c2ccccc2)c2ccccc2)n1. As a reaction SMILES: [CH2:55]([Cl:56])[Cl:57].[CH3:46][CH:47]([CH2:48][AlH:49][CH2:50][CH:51]([CH3:52])[CH3:53])[CH3:54].[F:1][c:2]1[cH:3][cH:4][c:5]([C:8](=[C:9]([C:10](=[O:11])[O:12][CH2:13][CH3:14])[c:15]2[n:16][n:17][n:18]([C:20]([c:21]3[cH:22][cH:23][cH:24][cH:25][cH:26]3)([c:27]3[cH:28][cH:29][cH:30][cH:31][cH:32]3)[c:33]3[cH:34][cH:35][cH:36][cH:37][cH:38]3)[n:19]2)[c:39]2[cH:40][cH:41][c:42]([F:45])[cH:43][cH:44]2)[cH:6][cH:7]1>>[F:1][c:2]1[cH:3][cH:4][c:5]([C:8](=[C:9]([CH2:10][OH:11])[c:15]2[n:16][n:17][n:18]([C:20]([c:21]3[cH:22][cH:23][cH:24][cH:25][cH:26]3)([c:27]3[cH:28][cH:29][cH:30][cH:31][cH:32]3)[c:33]3[cH:34][cH:35][cH:36][cH:37][cH:38]3)[n:19]2)[c:39]2[cH:40][cH:41][c:42]([F:45])[cH:43][cH:44]2)[cH:6][cH:7]1.